Dataset: the Open Reaction Database (ORD), a public repository of structured organic reaction records. Task: describe an organic reaction: reactants, conditions, products, and yield Starting materials: [Al+3], CCOC(C)=O, [H-], [H-], [H-], [H-], [Li+], C1CCOC1, O, COC(=O)c1coc(C(=O)OC)c1. The product is COC(=O)c1coc(CO)c1. Reaction SMILES: [Al+3:15].[CH3:21][CH2:22][O:23][C:24](=[O:25])[CH3:26].[H-:14].[H-:17].[H-:18].[H-:19].[Li+:16].[O:27]1[CH2:28][CH2:29][CH2:30][CH2:31]1.[OH2:20].[o:1]1[cH:2][c:3]([C:10](=[O:11])[O:12][CH3:13])[cH:4][c:5]1[C:6](=[O:7])[O:8][CH3:9]>>[o:1]1[cH:2][c:3]([C:10](=[O:11])[O:12][CH3:13])[cH:4][c:5]1[CH2:6][OH:7].